This data is from the Open Reaction Database (ORD), a public repository of structured organic reaction records. The task is: describe an organic reaction: reactants, conditions, products, and yield Starting materials: CC(=O)OO, ClC(Cl)Cl, CCC(Cl)C(=O)Cl, [Na+], [Na+], O=C([O-])[O-], O. Product: CCC(Cl)C(=O)OOC(C)=O. As a reaction SMILES: [C:1]([CH3:2])(=[O:3])[O:4][OH:5].[CH:20]([Cl:21])([Cl:22])[Cl:23].[Cl:12][CH:13]([C:14](=[O:15])[Cl:16])[CH2:17][CH3:18].[Na+:6].[Na+:7].[O-:8][C:9](=[O:10])[O-:11].[OH2:19]>>[C:1]([CH3:2])(=[O:3])[O:4][O:5][C:14]([CH:13]([Cl:12])[CH2:17][CH3:18])=[O:15].